describe an organic reaction: reactants, conditions, products, and yield From a dataset of the Open Reaction Database (ORD), a public repository of structured organic reaction records. Reactants: O=C=Nc1ccc(Br)cc1, CN(C)C=O, N#CSc1cc(Cl)c(Cl)c2sc(N)nc12. Product: N#CSc1cc(Cl)c(Cl)c2sc(NC(=O)Nc3ccc(Br)cc3)nc12. As a reaction SMILES: [Br:1][c:2]1[cH:3][cH:4][c:5]([N:8]=[C:9]=[O:10])[cH:6][cH:7]1.[CH3:26][N:27]([CH3:28])[CH:29]=[O:30].[NH2:11][c:12]1[s:13][c:14]2[c:15]([n:16]1)[c:17]([S:23][C:24]#[N:25])[cH:18][c:19]([Cl:22])[c:20]2[Cl:21]>>[Br:1][c:2]1[cH:3][cH:4][c:5]([NH:8][C:9](=[O:10])[NH:11][c:12]2[s:13][c:14]3[c:15]([n:16]2)[c:17]([S:23][C:24]#[N:25])[cH:18][c:19]([Cl:22])[c:20]3[Cl:21])[cH:6][cH:7]1. Reactants: ClC1=CC=C2C(=C(C=NC2=C1)C(=O)OCC)O (7-chloro-4-hydroxyquinoline-3-carboxylic acid, ethyl ester), P(=O)(Cl)(Cl)Cl (phosphorus oxychloride). Yields the product ClC1=C(C=NC2=CC(=CC=C12)Cl)C(=O)OCC (4,7-Dichloroquinoline-3-carboxylic acid, ethyl ester). As a reaction SMILES: [Cl:1][C:2]1[CH:11]=[C:10]2[C:5]([C:6](O)=[C:7]([C:12]([O:14][CH2:15][CH3:16])=[O:13])[CH:8]=[N:9]2)=[CH:4][CH:3]=1.P(Cl)(Cl)([Cl:20])=O>>[Cl:20][C:6]1[C:5]2[C:10](=[CH:11][C:2]([Cl:1])=[CH:3][CH:4]=2)[N:9]=[CH:8][C:7]=1[C:12]([O:14][CH2:15][CH3:16])=[O:13]. Reported procedure: A mixture of 30 g. of 7-chloro-4-hydroxyquinoline-3-carboxylic acid, ethyl ester, m.p. 299°-301°, (0.12 mol.) and 250 ml. of phosphorus oxychloride is refluxed for 4.5 hours. After removing the excess phosphorus oxychloride, the residue is triturated with water and dissolved in ether. The ethereal solution is washed with aqueous sodium carbonate (5%) and water, dried with sodium sulfate and the solvent is removed. The residual 4,7-dichloroquinoline-3-carboxylic acid, ethyl ester is triturated wi... The reactants are CN1C=C(C2=CC=CC=C12)CN1CC2(CCC1)OC1=CC=C(C=C1C(C2)=O)/C=C/C(=O)NOC2OCCCC2 ((E)-3-[1′-(1-Methyl-1H-indol-3-ylmethyl)-4-oxo-spiro(chromane-2,3′-piperidine)-6-yl]-N-(tetrahydro-pyran-2-yloxy)-acrylamide), Cl (HCl). Solvent: C(Cl)Cl (DCM), O1CCOCC1 (dioxane). Yields the product CN1C=C(C2=CC=CC=C12)CN1CC2(CCC1)OC1=CC=C(C=C1C(C2)=O)/C=C/C(=O)NO ((E)-3-[1′-(1-methyl-1H-indol-3-ylmethyl)-4-oxo-spiro(chromane-2,3′-piperidine)-6-yl]-N-hydroxy-acrylamide). Yield: 86.2%. Reaction SMILES: [CH3:1][N:2]1[C:10]2[C:5](=[CH:6][CH:7]=[CH:8][CH:9]=2)[C:4]([CH2:11][N:12]2[CH2:17][CH2:16][CH2:15][C:14]3([CH2:26][C:25](=[O:27])[C:24]4[C:19](=[CH:20][CH:21]=[C:22](/[CH:28]=[CH:29]/[C:30]([NH:32][O:33]C5CCCCO5)=[O:31])[CH:23]=4)[O:18]3)[CH2:13]2)=[CH:3]1.Cl>C(Cl)Cl.O1CCOCC1>[CH3:1][N:2]1[C:10]2[C:5](=[CH:6][CH:7]=[CH:8][CH:9]=2)[C:4]([CH2:11][N:12]2[CH2:17][CH2:16][CH2:15][C:14]3([CH2:26][C:25](=[O:27])[C:24]4[C:19](=[CH:20][CH:21]=[C:22](/[CH:28]=[CH:29]/[C:30]([NH:32][OH:33])=[O:31])[CH:23]=4)[O:18]3)[CH2:13]2)=[CH:3]1. Reported procedure: (E)-3-[1′-(1-Methyl-1H-indol-3-ylmethyl)-4-oxo-spiro(chromane-2,3′-piperidine)-6-yl]-N-(tetrahydro-pyran-2-yloxy)-acrylamide (300 mg, 0.56 mmol) in DCM (10 ml) was treated with 4 M HCl in dioxane (1 ml) as described in Example 30, Step C, giving (E)-3-[1′-(1-methyl-1H-indol-3-ylmethyl)-4-oxo-spiro(chromane-2,3′-piperidine)-6-yl]-N-hydroxy-acrylamide (215 mg, hydrochloride salt) as a light brown solid. The reactants are C1CCOC1, C=C(C(=O)OCc1ccccc1)[Sn](CCCC)(CCCC)CCCC, Cl[Cu], Cn1ccc(I)n1, c1ccc(P(c2ccccc2)(c2ccccc2)[Pd](P(c2ccccc2)(c2ccccc2)c2ccccc2)(P(c2ccccc2)(c2ccccc2)c2ccccc2)P(c2ccccc2)(c2ccccc2)c2ccccc2)cc1. Product: C=C(C(=O)OCc1ccccc1)c1ccn(C)n1. As a reaction SMILES: [CH2:33]1[O:34][CH2:35][CH2:36][CH2:37]1.[CH2:8]([Sn:9]([CH2:10][CH2:11][CH2:12][CH3:25])([C:13]([C:14](=[O:15])[O:16][CH2:17][c:18]1[cH:19][cH:20][cH:21][cH:22][cH:23]1)=[CH2:24])[CH2:26][CH2:27][CH2:28][CH3:29])[CH2:30][CH2:31][CH3:32].[Cu:115][Cl:116].[I:1][c:2]1[n:3][n:4]([CH3:7])[cH:5][cH:6]1.[cH:38]1[cH:39][cH:40][c:41]([P:42]([Pd:43]([P:44]([c:45]2[cH:46][cH:47][cH:48][cH:49][cH:50]2)([c:51]2[cH:52][cH:53][cH:54][cH:55][cH:56]2)[c:57]2[cH:58][cH:59][cH:60][cH:61][cH:62]2)([P:63]([c:64]2[cH:65][cH:66][cH:67][cH:68][cH:69]2)([c:70]2[cH:71][cH:72][cH:73][cH:74][cH:75]2)[c:76]2[cH:77][cH:78][cH:79][cH:80][cH:81]2)[P:82]([c:83]2[cH:84][cH:85][cH:86][cH:87][cH:88]2)([c:89]2[cH:90][cH:91][cH:92][cH:93][cH:94]2)[c:95]2[cH:96][cH:97][cH:98][cH:99][cH:100]2)([c:101]2[cH:102][cH:103][cH:104][cH:105][cH:106]2)[c:107]2[cH:108][cH:109][cH:110][cH:111][cH:112]2)[cH:113][cH:114]1>>[c:2]1([C:13]([C:14](=[O:15])[O:16][CH2:17][c:18]2[cH:19][cH:20][cH:21][cH:22][cH:23]2)=[CH2:24])[n:3][n:4]([CH3:7])[cH:5][cH:6]1. The reactants are C(C)OC(CNC(=O)C=1SC(=CC1)Cl)OCC (5-chloro-thiophene-2-carboxylic acid (2,2-diethoxyethyl) amide), ClC1=CC=C(C=C1)B(O)O (4-chlorophenylboronic acid), C([O-])([O-])=O.[K+].[K+] (potassium carbonate). The reagents and catalysts are [Pd](Cl)Cl (palladium (II) dichloride). Solvent: CCO (EtOH). Run at time 1 hour. The product is C(C)OC(CNC(=O)C=1SC(=CC1)C1=CC=C(C=C1)Cl)OCC (5-(4-chlorophenyl)-thiophene-2-carboxylic acid (2,2-diethyoxyethyl) amide). Isolated yield 103.6%. Reaction SMILES: [CH2:1]([O:3][CH:4]([O:15][CH2:16][CH3:17])[CH2:5][NH:6][C:7]([C:9]1[S:10][C:11](Cl)=[CH:12][CH:13]=1)=[O:8])[CH3:2].[Cl:18][C:19]1[CH:24]=[CH:23][C:22](B(O)O)=[CH:21][CH:20]=1.C(=O)([O-])[O-].[K+].[K+]>[Pd](Cl)Cl.CCO>[CH2:1]([O:3][CH:4]([O:15][CH2:16][CH3:17])[CH2:5][NH:6][C:7]([C:9]1[S:10][C:11]([C:22]2[CH:23]=[CH:24][C:19]([Cl:18])=[CH:20][CH:21]=2)=[CH:12][CH:13]=1)=[O:8])[CH3:2] |f:2.3.4|. Reported procedure: Add 5-chloro-thiophene-2-carboxylic acid (2,2-diethoxyethyl) amide (50.15 g, 0.18 mol), 4-chlorophenylboronic acid (29.84 g, 0.18 mol), potassium carbonate (50 g, 0.36 mol), [1,3-bis(2,6-diisopropylphenyl)imidazol-2-ylidene)(3-chloropyridyl)]palladium (II) dichloride (4.40 g, 0.006 mol), and EtOH (1000 mL) to a 2 L three-necked round bottom flask equipped with a overhead stirrer, reflux condenser, nitrogen inlet/outlet, addition funnel, and thermocouple. Heat the resulting slurry for 35 min, the... Reactants: COc1ccc(Br)cc1C=O, [Cl-], [NH4+], C1CCOC1, c1ccc2sccc2c1. Product: COc1ccc(Br)cc1C(O)c1cc2ccccc2s1. Reaction SMILES: [Br:10][c:11]1[cH:12][cH:13][c:14]([O:19][CH3:20])[c:15]([CH:16]=[O:17])[cH:18]1.[Cl-:21].[NH4+:22].[O:23]1[CH2:24][CH2:25][CH2:26][CH2:27]1.[s:1]1[c:2]2[c:3]([cH:4][cH:5]1)[cH:6][cH:7][cH:8][cH:9]2>>[s:1]1[c:2]2[c:3]([cH:4][c:5]1[CH:16]([c:15]1[c:14]([O:19][CH3:20])[cH:13][cH:12][c:11]([Br:10])[cH:18]1)[OH:17])[cH:6][cH:7][cH:8][cH:9]2. The reactants are CCC(C(=O)[O-])c1c(Cl)cnc(NCC(F)(F)c2cccc[n+]2[O-])c1F, CO, Cl, [Li+], [OH-]. Product: O=C(O)Cc1c(Cl)cnc(NCC(F)(F)c2cccc[n+]2[O-])c1F. As a reaction SMILES: [CH2:1]([CH3:2])[CH:3]([C:4](=[O:5])[O-:6])[c:7]1[c:8]([F:26])[c:9]([NH:14][CH2:15][C:16]([c:17]2[n+:18]([O-:23])[cH:19][cH:20][cH:21][cH:22]2)([F:24])[F:25])[n:10][cH:11][c:12]1[Cl:13].[CH3:30][OH:31].[ClH:29].[Li+:28].[OH-:27]>>[CH2:3]([C:4](=[O:5])[OH:6])[c:7]1[c:8]([F:26])[c:9]([NH:14][CH2:15][C:16]([c:17]2[n+:18]([O-:23])[cH:19][cH:20][cH:21][cH:22]2)([F:24])[F:25])[n:10][cH:11][c:12]1[Cl:13]. Starting materials: N (ammonia), FC1=C(N)C=C(C=C1)OC(=O)OC (2-fluoro-5-methoxycarbonyloxyaniline). Solvent: CO (methanol). Reaction conditions: time 2 hour. Product: FC1=C(N)C=C(C=C1)O (2-fluoro-5-hydroxyaniline). Isolated yield 72.8%. Reaction SMILES: N.[F:2][C:3]1[CH:9]=[CH:8][C:7]([O:10]C(OC)=O)=[CH:6][C:4]=1[NH2:5]>CO>[F:2][C:3]1[CH:9]=[CH:8][C:7]([OH:10])=[CH:6][C:4]=1[NH2:5]. Reported procedure: Concentrated aqueous ammonia (15 ml) was added to a solution of 2-fluoro-5-methoxycarbonyloxyaniline (400 mg, 2.16 mmol) in methanol (10 ml). The mixture was stirred for 2 hours and most of the solvent was removed by evaporation. The resulting suspension was diluted with water, acidified to pH7 and extracted with ethyl acetate. The organic extracts were washed with water, dried (MgSO4) and solvent removed by evaporation to give 2-fluoro-5-hydroxyaniline (200 mg, 73%). The reactants are C(C)(=O)O[BH-](OC(C)=O)OC(C)=O.[Na+] (Sodium triacetoxyborohydride), N1CC(C1)N1N=C(C=2C1=NC=NC2N)C2=CC=C(C=C2)OC2=CC=CC=C2 (1-(3-azetanyl)-3-(4-phenoxyphenyl)-1H-pyrazolo[3,4-d]pyrimidin-4-amine), CN1C(=NC=C1)C(=O)O (1-methyl-1H-2-imidazolecarboxylic acid), C(C)(=O)O (acetic acid). Solvent: ClC(C)Cl (dichloroethane). The product is CN1C(=NC=C1)CN1CC(C1)N1N=C(C=2C1=NC=NC2N)C2=CC=C(C=C2)OC2=CC=CC=C2 (1-{1-[(1-methyl-1H-2-imidazolyl)methyl]-3-azetanyl}-3-(4-phenoxyphenyl)-1H-pyrazolo[3,4-d]pyrimidin-4-amine). Isolated yield 25.9%. Reaction SMILES: [NH:1]1[CH2:4][CH:3]([N:5]2[C:9]3=[N:10][CH:11]=[N:12][C:13]([NH2:14])=[C:8]3[C:7]([C:15]3[CH:20]=[CH:19][C:18]([O:21][C:22]4[CH:27]=[CH:26][CH:25]=[CH:24][CH:23]=4)=[CH:17][CH:16]=3)=[N:6]2)[CH2:2]1.[CH3:28][N:29]1[CH:33]=[CH:32][N:31]=[C:30]1[C:34](O)=O.C(O)(=O)C.C(O[BH-](OC(=O)C)OC(=O)C)(=O)C.[Na+]>ClC(Cl)C>[CH3:28][N:29]1[CH:33]=[CH:32][N:31]=[C:30]1[CH2:34][N:1]1[CH2:2][CH:3]([N:5]2[C:9]3=[N:10][CH:11]=[N:12][C:13]([NH2:14])=[C:8]3[C:7]([C:15]3[CH:16]=[CH:17][C:18]([O:21][C:22]4[CH:27]=[CH:26][CH:25]=[CH:24][CH:23]=4)=[CH:19][CH:20]=3)=[N:6]2)[CH2:4]1 |f:3.4|. Procedure details: A mixture of 1-(3-azetanyl)-3-(4-phenoxyphenyl)-1H-pyrazolo[3,4-d]pyrimidin-4-amine (0.06 g, 0.00017 mol), 1-methyl-1H-2-imidazolecarboxylic acid (0.056 g, 0.0005 mol), and acetic acid (0.03 g, 0.0005 mol) in dichloroethane (2.5 mL) was stirred at room temperature under an atmosphere of nitrogen for one and a half hours. Sodium triacetoxyborohydride (0.072 g, 0.00034 mol) was added into the mixture and stirred at ambient temperature under an atmosphere of nitrogen for two hours. The solvent was ...